This data is from the Open Reaction Database (ORD), a public repository of structured organic reaction records. The task is: describe an organic reaction: reactants, conditions, products, and yield Reactants: c1c[nH]c(C2CC2)n1, Ic1nc(C2CC2)[nH]c1I, I, [Na+], [Na+], [Na+], [OH-], O=S([O-])[O-]. Product: Ic1cnc(C2CC2)[nH]1. RXN SMILES: [CH:1]1([c:2]2[nH:3][cH:4][cH:5][n:6]2)[CH2:7][CH2:8]1.[I:12][c:13]1[n:14][c:15]([CH:19]2[CH2:20][CH2:21]2)[nH:16][c:17]1[I:18].[I:9].[Na+:11].[Na+:26].[Na+:27].[OH-:10].[S:22]([O-:23])([O-:24])=[O:25]>>[I:12][c:13]1[nH:14][c:15]([CH:19]2[CH2:20][CH2:21]2)[n:16][cH:17]1. Reactants: CC#N, [O-][Cl+][O-], Cc1cccc(Cl)c1C=O, [Na+], [Na+], O, OO, O=S([O-])O. RXN SMILES: [CH3:23][C:24]#[N:25].[Cl+:13]([O-:14])[O-:15].[Cl:1][c:2]1[c:3]([CH:4]=[O:5])[c:6]([CH3:10])[cH:7][cH:8][cH:9]1.[Na+:16].[Na+:21].[OH2:22].[OH:11][OH:12].[S:17](=[O:18])([OH:19])[O-:20]>>[Cl:1][c:2]1[c:3]([C:4](=[O:5])[OH:14])[c:6]([CH3:10])[cH:7][cH:8][cH:9]1. Yields the product Cc1cccc(Cl)c1C(=O)O. Starting materials: Cl (HCl), CCO (EtOH), C(C)(C)(C)OC(=O)N1C[C@H](CC1)[C@H](CC=C)O ((S)-3-((S)-1-Hydroxy-but-3-enyl)pyrrolidine-1-carboxylic acid t-butyl ester), CN(C)C=O (DMF), [H-].[Na+] (Sodium hydride), [H-].[Na+] (sodium hydride), ClC1=C(C(=CC=C1)F)C (2-Chloro-6-fluorotoluene). Conditions: temperature 70 celsius, time 15 minute. The product is ClC=1C(=C(O[C@@H](CC=C)[C@@H]2CNCC2)C=CC1)C ((S)-3-[(S)-1-(3-Chloro-2-methylphenoxy)but-3-enyl]-pyrrolidine), mono-TFA. The yield is 100.0%. As a reaction SMILES: C(OC([N:8]1[CH2:12][CH2:11][C@H:10]([C@@H:13]([OH:17])[CH2:14][CH:15]=[CH2:16])[CH2:9]1)=O)(C)(C)C.CN(C=O)C.[H-].[Na+].[Cl:25][C:26]1[CH:31]=[CH:30][CH:29]=[C:28](F)[C:27]=1[CH3:33].Cl.CCO>>[Cl:25][C:26]1[C:27]([CH3:33])=[C:28]([CH:29]=[CH:30][CH:31]=1)[O:17][C@H:13]([C@H:10]1[CH2:11][CH2:12][NH:8][CH2:9]1)[CH2:14][CH:15]=[CH2:16] |f:2.3|. Procedure: (S)-3-((S)-1-Hydroxy-but-3-enyl)pyrrolidine-1-carboxylic acid t-butyl ester (31 mg, 130 μmol) was dissolved in DMF (470 μL, 6.1 mmol). 60% Sodium hydride in oil (0.4:0.6, sodium hydride:mineral oil, 10.1 mg, 169 μmol) was carefully added, and the mixture allowed to stand for 15 minutes. 2-Chloro-6-fluorotoluene (47.0 μL, 390 μmol) was added. The mixture was stirred at 70° C. for 3 hours. The reaction was quenched with MeOH, and the solvent was removed. 1.2M HCl in EtOH (630 μL, 760 μmol) was add... Reaction SMILES: [CH2:29]1[O:30][CH2:31][CH2:32][CH2:33]1.[CH3:27][OH:28].[Li+:25].[OH-:26].[o:1]1[c:2](-[c:6]2[cH:7][c:8]([CH2:9][CH:10]3[CH2:11][CH2:12][c:13]4[nH:14][c:15]([C:18](=[O:19])[O:20][CH3:21])[cH:16][c:17]43)[cH:22][cH:23][cH:24]2)[cH:3][cH:4][cH:5]1>>[o:1]1[c:2](-[c:6]2[cH:7][c:8]([CH2:9][CH:10]3[CH2:11][CH2:12][c:13]4[nH:14][c:15]([C:18](=[O:19])[OH:20])[cH:16][c:17]43)[cH:22][cH:23][cH:24]2)[cH:3][cH:4][cH:5]1. Reactants: C1CCOC1, CO, [Li+], [OH-], COC(=O)c1cc2c([nH]1)CCC2Cc1cccc(-c2ccco2)c1. Product: O=C(O)c1cc2c([nH]1)CCC2Cc1cccc(-c2ccco2)c1. The reactants are C=O (formaldehyde), CN(C=1SC=C(N1)CCN)C (2-Dimethylamino-4-(2-aminoethyl)thiazole), C(C)(=O)O (acetic acid), C=O (formaldehyde), solution. The solvent is CO (methanol), O (water). Reaction conditions: time 2.5 hour. Yields the product CN(C=1SC=2CNCCC2N1)C (2-Dimethylamino-4,5,6,7-tetrahydrothiazolo[5,4-c]-pyridine). Yield: 219.2%. RXN SMILES: [CH3:1][N:2]([CH3:11])[C:3]1[S:4][CH:5]=[C:6]([CH2:8][CH2:9][NH2:10])[N:7]=1.C=O.[C:14](O)(=O)C>O.CO>[CH3:11][N:2]([CH3:1])[C:3]1[S:4][C:5]2[CH2:14][NH:10][CH2:9][CH2:8][C:6]=2[N:7]=1. Procedure details: 2-Dimethylamino-4-(2-aminoethyl)thiazole (1.7 g, see preceding preparation), formaldehyde (0.78 ml of a 37% solution in water, 9.6 mmol) and acetic acid (0.15 ml, 2.6 mmol) were combined in methanol (100 ml). After 2.5 hours at room temperature, the reaction mixture was treated with additional formaldehyde (0.15 ml, 1.8 mmol) and allowed to stir for an additional 16 hours. The reaction was then filtered, and the filtrate was concentrated in vacuo and purified by column chromatography (eluant: 89...